From a dataset of the Open Reaction Database (ORD), a public repository of structured organic reaction records. describe an organic reaction: reactants, conditions, products, and yield Reactants: ClC=1C=C(C(=O)NN)C=CC1O (3-chloro-4-hydroxybenzoic acid hydrazide), BrCCOC1=CC(=C(C=O)C=C1)OC (4-(2-bromoethoxy)-2-methoxybenzaldehyde), C(OCC)(OCC)OCC (triethyl orthoformate), C1NCCC2=CC=CC=C12 (1,2,3,4-tetrahydroisoquinoline), [I-].[K+] (potassium iodide). Solvent: CN(C)C=O (DMF), CN(C)C=O (DMF). Run at time 16 hour. Yields the product C1N(CCC2=CC=CC=C12)CCOC1=CC(=C(C=NNC(C2=CC(=C(C=C2)O)Cl)=O)C=C1)OC (3-Chloro-4-hydroxybenzoic Acid {4-[2-(1,2,3,4-Tetrahydroisoquinolin-2-yl)ethoxy]-2-methoxybenzylidene}hydrazide). Reaction SMILES: [Cl:1][C:2]1[CH:3]=[C:4]([CH:9]=[CH:10][C:11]=1[OH:12])[C:5]([NH:7][NH2:8])=[O:6].Br[CH2:14][CH2:15][O:16][C:17]1[CH:24]=[CH:23][C:20]([CH:21]=O)=[C:19]([O:25][CH3:26])[CH:18]=1.C(OCC)(OCC)OCC.[CH2:37]1[C:46]2[C:41](=[CH:42][CH:43]=[CH:44][CH:45]=2)[CH2:40][CH2:39][NH:38]1.[I-].[K+]>CN(C=O)C>[CH2:37]1[C:46]2[C:41](=[CH:42][CH:43]=[CH:44][CH:45]=2)[CH2:40][CH2:39][N:38]1[CH2:14][CH2:15][O:16][C:17]1[CH:24]=[CH:23][C:20]([CH:21]=[N:8][NH:7][C:5](=[O:6])[C:4]2[CH:9]=[CH:10][C:11]([OH:12])=[C:2]([Cl:1])[CH:3]=2)=[C:19]([O:25][CH3:26])[CH:18]=1 |f:4.5|. Procedure: The resin bound 3-chloro-4-hydroxybenzoic acid hydrazide (resin—[building block 1]) (3 g, ˜3 mmoles) was swelled in DMF (35 mL) for 30 minutes. Then 4-(2-bromoethoxy)-2-methoxybenzaldehyde (2.33 g, 9 mmoles) and triethyl orthoformate (18 mL) were added and the mixture was shaken at room temperature for 16 hours. The resin was repeatedly swelled in DMF (35 ml, 4 times), CH2Cl2 (35 mL, 6 times) and N-methyl-2-pyrrolidinone (NMP) (35 mL, 2 times) and filtered. The resin was swelled in NMP (40 mL) a... Starting materials: CC(C)=O, [OH], OCc1ccccc1O, Cc1ccc(S(=O)(=O)O)cc1, c1ccccc1. Yields the product CC1(C)OCc2ccccc2O1. As a reaction SMILES: [CH3:11][C:12]([CH3:13])=[O:14].[OH:1].[OH:2][CH2:3][c:4]1[cH:5][cH:6][cH:7][cH:8][c:9]1[OH:10].[c:15]1([CH3:16])[cH:17][cH:18][c:19]([S:20]([OH:21])(=[O:22])=[O:23])[cH:24][cH:25]1.[cH:26]1[cH:27][cH:28][cH:29][cH:30][cH:31]1>>[O:2]1[CH2:3][c:4]2[cH:5][cH:6][cH:7][cH:8][c:9]2[O:10][C:12]1([CH3:11])[CH3:13]. The reactants are CC(=CC(C)=O)NC1=C(C#N)C=CC=C1 (2-(1-methyl-3-oxobut-1-enylamino)benzonitrile), MS(Cl), C(=O)([O-])[O-].[K+].[K+] (K2CO3), C[O-].[Na+] (NaOMe). The reagents and catalysts are Cl[Cu] (CuCl). Yields the product NC1=C(C(=NC2=CC=CC=C12)C)C(C)=O (1-(4-Amino-2-methylquinolin-3-yl)ethanone). Reaction SMILES: [CH3:1][C:2]([NH:7][C:8]1[CH:15]=[CH:14][CH:13]=[CH:12][C:9]=1[C:10]#[N:11])=[CH:3][C:4](=[O:6])[CH3:5].C([O-])([O-])=O.[K+].[K+].C[O-].[Na+]>Cl[Cu]>[NH2:11][C:10]1[C:9]2[C:8](=[CH:15][CH:14]=[CH:13][CH:12]=2)[N:7]=[C:2]([CH3:1])[C:3]=1[C:4](=[O:6])[CH3:5] |f:1.2.3,4.5|. Procedure: 1-(4-Amino-2-methylquinolin-3-yl)ethanone was prepared by a known process, starting from 2-(1-methyl-3-oxobut-1-enylamino)benzonitrile, by cyclization with CuCl and K2CO3 (J. Med. Chem., 31:1278 (1988)) or by a NaOMe-promoted process (Eur. Pat. Appl., C07D 215/42); yielding a yellow solid; MS(Cl): M++H=201. Reactants: BrCc1ccccc1, O=C([O-])[O-], CC(C)(C)c1cc(Br)c([N+](=O)[O-])cc1O, [Cs+], [Cs+], CN(C)C=O, O. The product is CC(C)(C)c1cc(Br)c([N+](=O)[O-])cc1OCc1ccccc1. RXN SMILES: [Br:22][CH2:23][c:24]1[cH:25][cH:26][cH:27][cH:28][cH:29]1.[C:16](=[O:17])([O-:18])[O-:19].[C:1]([CH3:2])([CH3:3])([CH3:4])[c:5]1[c:6]([OH:15])[cH:7][c:8]([N+:12](=[O:13])[O-:14])[c:9]([Br:11])[cH:10]1.[Cs+:20].[Cs+:21].[O:30]=[CH:31][N:32]([CH3:33])[CH3:34].[OH2:35]>>[C:1]([CH3:2])([CH3:3])([CH3:4])[c:5]1[c:6]([O:15][CH2:23][c:24]2[cH:25][cH:26][cH:27][cH:28][cH:29]2)[cH:7][c:8]([N+:12](=[O:13])[O-:14])[c:9]([Br:11])[cH:10]1.